This data is from the Open Reaction Database (ORD), a public repository of structured organic reaction records. The task is: describe an organic reaction: reactants, conditions, products, and yield Yields the product C(C1=CC=CC=C1)[C@@H]1[C@@H](CN(CC1)CCS(=O)(=O)C1=CC=C(C=C1)OP(O)(O)=O)O (phosphoric acid mono-{(3S,4S)-4-[2-(4-benzyl-3-hydroxy-piperidin-1-yl)-ethanesulfonyl]-phenyl} ester). As a reaction SMILES: [CH2:1]([C@H:8]1[CH2:13][CH2:12][N:11]([CH2:14][CH2:15][S:16]([C:19]2[CH:24]=[CH:23][C:22]([O:25][P:26](=[O:43])([O:35]CC3C=CC=CC=3)[O:27]CC3C=CC=CC=3)=[CH:21][CH:20]=2)(=[O:18])=[O:17])[CH2:10][C@H:9]1[OH:44])[C:2]1[CH:7]=[CH:6][CH:5]=[CH:4][CH:3]=1>CO.O>[CH2:1]([C@H:8]1[CH2:13][CH2:12][N:11]([CH2:14][CH2:15][S:16]([C:19]2[CH:20]=[CH:21][C:22]([O:25][P:26](=[O:27])([OH:35])[OH:43])=[CH:23][CH:24]=2)(=[O:18])=[O:17])[CH2:10][C@H:9]1[OH:44])[C:2]1[CH:3]=[CH:4][CH:5]=[CH:6][CH:7]=1. Procedure: A solution of 1.20 g, (1.73 mmol) phosphoric acid dibenzyl ester (3S,4S)-4-[2-(4-benzyl-3-hydroxy-piperidin-1-yl)-ethanesulfonyl]-phenyl ester in 40 ml MeOH and 6 ml water was hydrogenated at room temperature (20 bar, 5 h). The reaction mixture was concentrated to 20 ml and 500 ml water were added. The reaction mixture was filtered and the catalyst was washed with water. The filtrate was concentrated under reduced pressure until the product precipitates. The mixture was then cooled to 0° C. and ... Conditions: temperature 0 celsius. The solvent is CO (MeOH), O (water). Isolated yield 48.0%. Reactants: C(C1=CC=CC=C1)[C@@H]1[C@@H](CN(CC1)CCS(=O)(=O)C1=CC=C(C=C1)OP(OCC1=CC=CC=C1)(OCC1=CC=CC=C1)=O)O (phosphoric acid dibenzyl ester (3S,4S)-4-[2-(4-benzyl-3-hydroxy-piperidin-1-yl)-ethanesulfonyl]-phenyl ester). As a reaction SMILES: [F-].[Cs+].[C:3]1([CH3:9])[CH:8]=[CH:7][CH:6]=[CH:5][CH:4]=1.[C:10](#N)[CH3:11]>CC([O-])=O.CC([O-])=O.[Pd+2].C1C=CC(P(C2C=CC=CC=2)[C-]2C=CC=C2)=CC=1.C1C=CC(P(C2C=CC=CC=2)[C-]2C=CC=C2)=CC=1.[Fe+2]>[CH:7]1[C:8]2[C:10]3[C:11](=[CH:11][CH:10]=[CH:8][CH:7]=3)[C:9]3[C:9](=[CH:6][CH:5]=[CH:4][CH:3]=3)[C:3]=2[CH:4]=[CH:5][CH:6]=1 |f:0.1,2.3,4.5.6,7.8.9|. Reagents/catalysts: CC(=O)[O-].CC(=O)[O-].[Pd+2] (Pd(OAc)2), C1=CC=C(C=C1)P([C-]2C=CC=C2)C3=CC=CC=C3.C1=CC=C(C=C1)P([C-]2C=CC=C2)C3=CC=CC=C3.[Fe+2] (dppf). Procedure: 1-trifluoromethanesulfonato-2-trimethylsilylbenzene (3 equivalents) is reacted with 1 equivalent of the appropriate iodoaromatic (see scheme 5a), in the presence of 5 mol % of Pd(OAc)2, 5 mol % of dppf and 4 equivalents of CsF in toluene/acetonitrile, to obtain the desired ligands of the formulae IId), IIe) and IIf). Yields the product C1=CC=CC=2C3=CC=CC=C3C3=CC=CC=C3C12 (Triphenylene). Reactants: 1-trifluoromethanesulfonato-2-trimethylsilylbenzene, [F-].[Cs+] (CsF), C1(=CC=CC=C1)C.C(C)#N (toluene acetonitrile). Reactants: [OH-].[Na+] (sodium hydroxide), O (water), C1(=CC=CC=C1)C.C1CCOC1 (toluene THF), C1(=CC=C(C=C1)C(=O)[C@@]([C@@](C(=O)O)(O)C(=O)C1=CC=C(C=C1)C)(O)C(=O)O)C.FC1=NC(=CC=C1[C@H](C)NC[C@H](C)O)F ((S)-1-[(S)-1-(2,6-difluoropyridin-3-yl)ethylamino]propan-2-ol (+)-di-p-toluoyl-D-tartrate). Solvent: C1(=CC=CC=C1)C (toluene). Conditions: temperature 145 celsius, time 3 hour. Yields the product FC1=NC(=CC=C1[C@H](C)N1C(C(O[C@H](C1)C)=O)=O)F ((S)-4-[(S)-1-(2,6-difluoropyridin-3-yl)ethyl]-6-methylmorpholin-2,3-dione). Isolated yield 115.4%. As a reaction SMILES: [OH-].[Na+].O.C1(C)C=CC=CC=1.C1COCC1.C1(C)C=CC([C:22]([C@:24](C(O)=O)([OH:39])[C@](C(C2C=CC(C)=CC=2)=O)(O)C(O)=O)=[O:23])=CC=1.[F:44][C:45]1[C:50]([C@@H:51]([NH:53][CH2:54][C@@H:55]([OH:57])[CH3:56])[CH3:52])=[CH:49][CH:48]=[C:47]([F:58])[N:46]=1>C1(C)C=CC=CC=1>[F:44][C:45]1[C:50]([C@@H:51]([N:53]2[CH2:54][C@H:55]([CH3:56])[O:57][C:22](=[O:23])[C:24]2=[O:39])[CH3:52])=[CH:49][CH:48]=[C:47]([F:58])[N:46]=1 |f:0.1,3.4,5.6|. Procedure: A 5 N sodium hydroxide aqueous solution (450 mL), water (1000 mL), and 50% toluene-THF (2000 mL) were added to (S)-1-[(S)-1-(2,6-difluoropyridin-3-yl)ethylamino]propan-2-ol (+)-di-p-toluoyl-D-tartrate (199 g). The organic layer was separated. The water layer was extracted with 50% toluene-THF (800 mL) three times. All the organic layers were combined and concentrated under reduced pressure. To the residue, diethyl oxalate (200 mL) was added. The resulting reaction solution was heated to and stir... The reactants are CS(C)=O, FC(F)(F)I, [Fe+2], Nc1cc[nH]c(=O)n1, OO, O=S(=O)([O-])[O-], O=S(=O)(O)O. The product is Nc1nc(=O)[nH]cc1C(F)(F)F. Reaction SMILES: [CH3:27][S:28](=[O:29])[CH3:30].[F:14][C:15]([F:16])([F:17])[I:18].[Fe+2:26].[NH2:1][c:2]1[cH:3][cH:4][nH:5][c:6](=[O:7])[n:8]1.[OH:19][OH:20].[S:21]([O-:22])([O-:23])(=[O:24])=[O:25].[S:9](=[O:10])(=[O:11])([OH:12])[OH:13]>>[NH2:1][c:2]1[c:3]([C:15]([F:14])([F:16])[F:17])[cH:4][nH:5][c:6](=[O:7])[n:8]1. The reactants are NC12C=CC=CC2CN(C1)C(=O)OC (methyl 1-amino-8-azabicyclo[4.3.0]nona-2,4-diene-8-carboxylate), Ba(OH)2.8H2O. Run in O (water). Product: C1NCC2(C=CC=CC12)N (1,2,3,7a-Tetrahydro-isoindol-3a-ylamine). RXN SMILES: [NH2:1][C:2]12[CH2:10][N:9](C(OC)=O)[CH2:8][CH:7]1[CH:6]=[CH:5][CH:4]=[CH:3]2>O>[CH2:8]1[CH:7]2[C:2]([NH2:1])([CH:3]=[CH:4][CH:5]=[CH:6]2)[CH2:10][NH:9]1. Procedure details: Analogously to Step F, 1.4 g (7.2 mmol) of methyl 1-amino-8-azabicyclo[4.3.0]nona-2,4-diene-8-carboxylate are hydrolysed using 4 g of Ba(OH)2.8H2O in 20 ml of water and worked up accordingly. Yield: 0.6 g (61% of theory), boiling point: 65° C./0.1 mbar. Starting materials: [H-].[Na+] (sodium hydride), IC1=NN=C(N1C)C1=CC=CC=C1 (3-iodo-4-methyl-5-phenyl-1,2,4-(4H)-triazole), ClCCCO (3-chloropropanol), CN1C=NN=C1C1=CC=CC=C1 (4-methyl-5-phenyl-1,2,4-(4H)-triazole), C(C)(C)(C)C1=NC(=CC(=N1)N1CCN(CC1)CCCO)C(F)(F)F (2-t-butyl-4-[4-(3-hydroxypropyl)piperazin-1-yl]-6-trifluoromethyl pyrimidine), ice water. Solvent: CN(C)C=O (DMF). Yields the product C(C)(C)(C)C1=NC(=CC(=N1)N1CCN(CC1)CCCOC1=NN=C(N1C)C1=CC=CC=C1)C(F)(F)F (3-{3-[4-(2-t-Butyl-6-trifluoromethylpyrimidin-4-yl)piperazin-1-yl]propoxy}-4-methyl-5-phenyl-1,2,4-(4H)-triazole). RXN SMILES: I[C:2]1[N:6]([CH3:7])[C:5]([C:8]2[CH:13]=[CH:12][CH:11]=[CH:10][CH:9]=2)=[N:4][N:3]=1.CN1C(C2C=CC=CC=2)=NN=C1.[C:26]([C:30]1[N:35]=[C:34]([N:36]2[CH2:41][CH2:40][N:39]([CH2:42][CH2:43][CH2:44][OH:45])[CH2:38][CH2:37]2)[CH:33]=[C:32]([C:46]([F:49])([F:48])[F:47])[N:31]=1)([CH3:29])([CH3:28])[CH3:27].ClCCCO.[H-].[Na+]>CN(C=O)C>[C:26]([C:30]1[N:35]=[C:34]([N:36]2[CH2:41][CH2:40][N:39]([CH2:42][CH2:43][CH2:44][O:45][C:2]3[N:6]([CH3:7])[C:5]([C:8]4[CH:13]=[CH:12][CH:11]=[CH:10][CH:9]=4)=[N:4][N:3]=3)[CH2:38][CH2:37]2)[CH:33]=[C:32]([C:46]([F:48])([F:49])[F:47])[N:31]=1)([CH3:29])([CH3:27])[CH3:28] |f:4.5|. Procedure details: 855 mg (3mmol) of 3-iodo-4-methyl-5-phenyl-1,2,4-(4H)-triazole (prepared by iodinating 4-methyl-5-phenyl-1,2,4-(4H)-triazole by a method similar to Izv. Akad. Nauk SSSR, Ser. Khim (1975), 616-619), were stirred, at 60° C. for 6 h, with 1.04 g (3 mmol) of 2-t-butyl-4-[4-(3-hydroxypropyl)piperazin-1-yl]-6-trifluoromethyl pyrimidine (prepared, by a method similar to Example 1, A.3, by reacting the product obtained as described in Example 1, A.2 with 3-chloropropanol) and sodium hydride in DMF. For ... Starting materials: NC1=CC=C(C=C1)C1=NC=CC=C1 (2-(4-amino-phenyl)-pyridine), N#CN (cyanamide), C(OCC)(OCC)OCC (triethyl orthoformate). Reaction conditions: temperature 150 celsius. Product: C(#N)NC=NC1=CC=C(C=C1)C1=NC=CC=C1 (N-Cyano-N'-[4-(pyridin-2-yl)-phenyl]-formamidine). Yield: 61.8%. Reaction SMILES: [NH2:1][C:2]1[CH:7]=[CH:6][C:5]([C:8]2[CH:13]=[CH:12][CH:11]=[CH:10][N:9]=2)=[CH:4][CH:3]=1.[N:14]#[C:15][NH2:16].[CH:17](OCC)(OCC)OCC>>[C:15]([NH:16][CH:17]=[N:1][C:2]1[CH:3]=[CH:4][C:5]([C:8]2[CH:13]=[CH:12][CH:11]=[CH:10][N:9]=2)=[CH:6][CH:7]=1)#[N:14]. Procedure: A mixture of 2-(4-amino-phenyl)-pyridine (3.1 g), cyanamide (0.8 g) and triethyl orthoformate (3.6 g) was heated at 150° C. for a few minutes. The product which crystallized out was filtered off, washed with ethanol and dried to give 2.5 g of the title compound; M.p. 150°-151° C.